Dataset: the Open Reaction Database (ORD), a public repository of structured organic reaction records. Task: describe an organic reaction: reactants, conditions, products, and yield Reactants: ClC1=NC(=NS1)C (5-chloro-3-methyl-1,2,4-thiadiazole), CN1[C@@H]2CN[C@H](C1)C2 ((S,S)-2-methyl-2,5-diazabicyclo[2.2.1]heptane), C([O-])([O-])=O.[K+].[K+] (potassium carbonate). Run in O1CCCC1 (tetrahydrofuran), O1CCCC1 (tetrahydrofuran), C(Cl)Cl (methylene chloride). As a reaction SMILES: Cl[C:2]1[S:6][N:5]=[C:4]([CH3:7])[N:3]=1.[CH3:8][N:9]1[CH2:14][C@@H:13]2[CH2:15][C@H:10]1[CH2:11][NH:12]2.C(=O)([O-])[O-].[K+].[K+]>O1CCCC1.C(Cl)Cl>[CH3:8][N:9]1[CH2:14][C@@H:13]2[CH2:15][C@H:10]1[CH2:11][N:12]2[C:2]1[S:6][N:5]=[C:4]([CH3:7])[N:3]=1 |f:2.3.4|. Procedure details: A solution of 1.04 g of 5-chloro-3-methyl-1,2,4-thiadiazole, prepared by the procedure of J. Goerdeler, Chim. Ber., 1957, 90, 182, in 2 ml of tetrahydrofuran is added over one hour to a solution of 0.825 g of (S,S)-2-methyl-2,5-diazabicyclo[2.2.1]heptane and 0.77 g of potassium carbonate in 10 ml of tetrahydrofuran. The reaction mixture is stirred at room temperature overnight, diluted with methylene chloride and the organic layer is washed with water. The methylene chloride solution is dried an... Isolated yield 36.2%. Product: CN1[C@@H]2CN([C@H](C1)C2)C2=NC(=NS2)C ((S,S)-2-Methyl-5-(3-methyl-1,2,4-thiadiazol-5-yl)-2,5-diazabicyclo[2.2.1]heptane). Conditions: time 8 hour. RXN SMILES: [NH2:1][C:2]1[CH:16]=[CH:15][C:14]([Cl:17])=[CH:13][C:3]=1[C:4]([C:6]1[CH:11]=[CH:10][CH:9]=[CH:8][C:7]=1[Cl:12])=[O:5].[C:18]([C:20]1[CH:25]=[CH:24][C:23]([S:26](Cl)(=[O:28])=[O:27])=[CH:22][CH:21]=1)#[N:19]>N1C=CC=CC=1.CN(C1C=CN=CC=1)C>[C:18]([C:20]1[CH:21]=[CH:22][C:23]([S:26]([NH:1][C:2]2[CH:16]=[CH:15][C:14]([Cl:17])=[CH:13][C:3]=2[C:4]([C:6]2[CH:11]=[CH:10][CH:9]=[CH:8][C:7]=2[Cl:12])=[O:5])(=[O:28])=[O:27])=[CH:24][CH:25]=1)#[N:19]. Procedure details: 10 g of 2-amino-2',5-dichlorobenzophenone and 7.7 g of 4-cyanophenylsulfonyl chloride are heated in pyridine at 100° C. for 48 hours in the presence of 4.6 g of DMAP, the mixture is evaporated to dryness, water and ethyl acetate are added, the organic phase is washed with dilute hydrochloric water, water and an aqueous solution of sodium chloride and dried over magnesium sulfate and the solvent is evaporated off under vacuum. The precipitate formed is filtered off and then recrystallized twice f... Solvent: N1=CC=CC=C1 (pyridine). Reactants: NC1=C(C(=O)C2=C(C=CC=C2)Cl)C=C(C=C1)Cl (2-amino-2',5-dichlorobenzophenone), C(#N)C1=CC=C(C=C1)S(=O)(=O)Cl (4-cyanophenylsulfonyl chloride). Reagents/catalysts: CN(C)C=1C=CN=CC1 (DMAP). Yields the product C(#N)C1=CC=C(C=C1)S(=O)(=O)NC1=C(C(=O)C2=C(C=CC=C2)Cl)C=C(C=C1)Cl (2-[N-(4-Cyanophenylsulfonyl)amino]-2',5-dichlorobenzophenone). Starting materials: C(CCC)OC1=CC=C(N(C(C)=O)C)C=C1 (4′-n-butoxy-N-methylacetanilide), C(C)(C)[N-]C(C)C.[Li+] (lithium diisopropylamide), ice water, ice water, C(C)(C)NC(C)C (diisopropylamine), C(CCC)[Li] (n-butyl lithium), C(C1=CC=CC=C1)N1CCC(CC1)=O (1-benzylpiperidin-4-one). Solvent: O1CCCC1 (tetrahydrofuran), O (water), O1CCCC1 (tetrahydrofuran), O1CCCC1 (tetrahydrofuran). Conditions: time 30 minute. Yields the product C(CCC)OC1=CC=C(C=C1)N(C(CC1(CCN(CC1)CC1=CC=CC=C1)O)=O)C (N-(4-n-butoxyphenyl)-N-methyl-2-(1-benzyl-4-hydroxypiperidin-4-yl)acetamide). Isolated yield 52.3%. As a reaction SMILES: [CH2:1]([O:5][C:6]1[CH:16]=[CH:15][C:9]([N:10]([CH3:14])[C:11](=[O:13])[CH3:12])=[CH:8][CH:7]=1)[CH2:2][CH2:3][CH3:4].C([N-]C(C)C)(C)C.[Li+].C(NC(C)C)(C)C.C([Li])CCC.[CH2:37]([N:44]1[CH2:49][CH2:48][C:47](=[O:50])[CH2:46][CH2:45]1)[C:38]1[CH:43]=[CH:42][CH:41]=[CH:40][CH:39]=1>O1CCCC1.O>[CH2:1]([O:5][C:6]1[CH:16]=[CH:15][C:9]([N:10]([CH3:14])[C:11](=[O:13])[CH2:12][C:47]2([OH:50])[CH2:48][CH2:49][N:44]([CH2:37][C:38]3[CH:43]=[CH:42][CH:41]=[CH:40][CH:39]=3)[CH2:45][CH2:46]2)=[CH:8][CH:7]=1)[CH2:2][CH2:3][CH3:4] |f:1.2|. Procedure details: A solution of 4′-n-butoxy-N-methylacetanilide (0.34 g) in anhydrous tetrahydrofuran (1.5 mL) was added to a solution of lithium diisopropylamide prepared from diisopropylamine (0.22 mL) and n-butyl lithium (1.58M hexane solution; 1.07 mL) in an anhydrous tetrahydrofuran (1.6 mL) under cooling with ice-water, and the mixture was stirred for 30 minutes. A solution of 1-benzylpiperidin-4-one (0.32 g) in anhydrous tetrahydrofuran solution (1.5 mL) was added to thereto under cooling with ice-water, f...